This data is from the Open Reaction Database (ORD), a public repository of structured organic reaction records. The task is: describe an organic reaction: reactants, conditions, products, and yield RXN SMILES: [Br:1][c:2]1[n:3][c:4]([N:23]2[CH2:24][CH2:25][O:26][CH2:27][CH2:28]2)[s:5][c:6]1-[c:7]1[c:8]([CH3:22])[n:9][c:10]2[n:11]1[n:12][c:13]([CH3:21])[cH:14][c:15]2[CH:16]([CH2:17][CH3:18])[CH2:19][CH3:20].[CH3:37][CH2:38][O:39][C:40]([CH3:41])=[O:42].[CH3:48][c:49]1[cH:50][cH:51][cH:52][cH:53][cH:54]1.[CH3:57][CH2:58][CH2:59][CH2:60][CH2:61][CH3:62].[CH3:66][C:67]#[N:68].[Cl:63][CH2:64][Cl:65].[Cu:55][I:56].[F:29][C:30]([C:31]([O-:32])=[O:33])([F:34])[F:35].[Na+:36].[O:43]=[CH:44][N:45]([CH3:46])[CH3:47]>>[c:2]1([C:30]([F:29])([F:34])[F:35])[n:3][c:4]([N:23]2[CH2:24][CH2:25][O:26][CH2:27][CH2:28]2)[s:5][c:6]1-[c:7]1[c:8]([CH3:22])[n:9][c:10]2[n:11]1[n:12][c:13]([CH3:21])[cH:14][c:15]2[CH:16]([CH2:17][CH3:18])[CH2:19][CH3:20]. Yields the product CCC(CC)c1cc(C)nn2c(-c3sc(N4CCOCC4)nc3C(F)(F)F)c(C)nc12. The reactants are CCC(CC)c1cc(C)nn2c(-c3sc(N4CCOCC4)nc3Br)c(C)nc12, CCOC(C)=O, Cc1ccccc1, CCCCCC, CC#N, ClCCl, [Cu]I, O=C([O-])C(F)(F)F, [Na+], CN(C)C=O. Reactants: S(=O)(Cl)Cl (thionyl chloride), S1C(=NC2=NC=CC=C21)OC=2C=C1C(=NC2)C=C(O1)CO ([6-(thiazolo[4,5-b]pyridin-2-yloxy)-furo[3,2-b]pyridin-2-yl]-methanol), S(=O)(Cl)Cl (thionyl chloride), S(=O)(Cl)Cl (thionyl chloride). The solvent is C(Cl)Cl (DCM). Conditions: time 5 minute. The product is ClCC1=CC2=NC=C(C=C2O1)OC=1SC=2C(=NC=CC2)N1 (2-(2-Chloromethyl-furo[3,2-b]pyridin-6-yloxy)-thiazolo[4,5-b]pyridine). The yield is 98.1%. Reaction SMILES: [S:1]1[C:9]2[C:4](=[N:5][CH:6]=[CH:7][CH:8]=2)[N:3]=[C:2]1[O:10][C:11]1[CH:12]=[C:13]2[O:19][C:18]([CH2:20]O)=[CH:17][C:14]2=[N:15][CH:16]=1.S(Cl)([Cl:24])=O>C(Cl)Cl>[Cl:24][CH2:20][C:18]1[O:19][C:13]2[C:14](=[N:15][CH:16]=[C:11]([O:10][C:2]3[S:1][C:9]4[C:4]([N:3]=3)=[N:5][CH:6]=[CH:7][CH:8]=4)[CH:12]=2)[CH:17]=1. Procedure details: To a suspension of [6-(thiazolo[4,5-b]pyridin-2-yloxy)-furo[3,2-b]pyridin-2-yl]-methanol (50 mg, 0.17 mmol) in DCM (1.6 mL) was added thionyl chloride (0.020 mL, 0.25 mmol). After 5 min, more thionyl chloride (0.020 mL, 0.25 mmol) was added to the suspension. After 2 h, additional thionyl chloride (0.020 mL, 0.25 mmol) was added. The solution was stirred (rt, 16 h) and concentrated to remove all volatiles to provide the product as a beige solid (53 mg, 99%). MS (ESI): mass calcd. for C14H8ClN3O2... The reactants are C([O-])([O-])=O.[Cs+].[Cs+] (cesium carbonate), ClCC1=CC(=C(C=C1)CC(C)C)C(F)(F)F (4-(chloromethyl)-1-isobutyl-2-(trifluoromethyl)benzene), OC1=CC=2C=C3N(C2C=C1)CCC3CC(=O)OC(C)(C)C (tert-Butyl 2-(7-hydroxy-2,3-dihydro-1H-pyrrolo[1,2-a]indol-1-yl)acetate). The solvent is CN(C)C=O (DMF). Run at time 48 hour. The product is C(C(C)C)C1=C(C=C(COC2=CC=3C=C4N(C3C=C2)CCC4CC(=O)OC(C)(C)C)C=C1)C(F)(F)F (tert-Butyl 2-(7-(4-Isobutyl-3-(trifluoromethyl)benzyloxy)-2,3-dihydro-1H-pyrrolo[1,2-a]indol-1-yl)acetate). Isolated yield 83.2%. RXN SMILES: [OH:1][C:2]1[CH:10]=[CH:9][C:8]2[N:7]3[CH2:11][CH2:12][CH:13]([CH2:14][C:15]([O:17][C:18]([CH3:21])([CH3:20])[CH3:19])=[O:16])[C:6]3=[CH:5][C:4]=2[CH:3]=1.C(=O)([O-])[O-].[Cs+].[Cs+].Cl[CH2:29][C:30]1[CH:35]=[CH:34][C:33]([CH2:36][CH:37]([CH3:39])[CH3:38])=[C:32]([C:40]([F:43])([F:42])[F:41])[CH:31]=1>CN(C=O)C>[CH2:36]([C:33]1[CH:34]=[CH:35][C:30]([CH2:29][O:1][C:2]2[CH:10]=[CH:9][C:8]3[N:7]4[CH2:11][CH2:12][CH:13]([CH2:14][C:15]([O:17][C:18]([CH3:21])([CH3:20])[CH3:19])=[O:16])[C:6]4=[CH:5][C:4]=3[CH:3]=2)=[CH:31][C:32]=1[C:40]([F:41])([F:42])[F:43])[CH:37]([CH3:39])[CH3:38] |f:1.2.3|. Procedure: tert-Butyl 2-(7-hydroxy-2,3-dihydro-1H-pyrrolo[1,2-a]indol-1-yl)acetate (0.04 g, 0.139 mmol) was dissolved in DMF (1.0 mL) and cesium carbonate (0.045 g, 0.139 mmol) and 4-(chloromethyl)-1-isobutyl-2-(trifluoromethyl)benzene (0.035 g, 0.139 mmol) was added. The reaction mixture was stirred at room temperature for 48 h and then filtered through Celite®. The filtrate was partitioned between EtOAc and water. The aqueous layer was extracted two additional times with EtOAc and the combined extracts w... Reactants: CC=1N=C(SC1C1=CC=NC=C1)NC1=NC=CN=C1 ((4-Methyl-5-pyridin-4-yl-thiazol-2-yl)-pyrazin-2-yl-amine), N1=C(C=NC=C1)NC(=S)N (Pyrazin-2-yl-thiourea), C(C)(=O)NC(=S)N (N-acetylthiourea), CC1=NC(=CC(=C1)CC(C)=O)C (1-(2,6-dimethyl-pyridin-4-yl)-propan-2-one). Yields the product CC1=NC(=CC(=C1)C1=C(N=C(S1)NC(C)=O)C)C (N-[5-(2,6-Dimethyl-pyridin-4-yl)-4-methyl-thiazol-2-yl]-acetamide), CC1=NC(=CC(=C1)CC(C)=O)C (1-(2,6-dimethyl-pyridin-4-yl)-propan-2-one). As a reaction SMILES: CC1N=C(NC2C=NC=CN=2)SC=1C1C=CN=CC=1.[CH3:20][C:21]1[CH:26]=[C:25]([CH2:27][C:28](=[O:30])[CH3:29])[CH:24]=[C:23]([CH3:31])[N:22]=1.N1C=CN=CC=1NC(N)=S.[C:42]([NH:45][C:46]([NH2:48])=[S:47])(=[O:44])[CH3:43]>>[CH3:20][C:21]1[CH:26]=[C:25]([C:27]2[S:47][C:46]([NH:45][C:42](=[O:44])[CH3:43])=[N:48][C:28]=2[CH3:29])[CH:24]=[C:23]([CH3:31])[N:22]=1.[CH3:20][C:21]1[CH:26]=[C:25]([CH2:27][C:28](=[O:30])[CH3:29])[CH:24]=[C:23]([CH3:31])[N:22]=1. Procedure details: The titled compound is prepared by an analogous procedure to (4-Methyl-5-pyridin-4-yl-thiazol-2-yl)-pyrazin-2-yl-amine (Example 1) by replacing 1-pyridin-4-yl-propan-2-one (1b) in this procedure with 1-(2,6-dimethyl-pyridin-4-yl)-propan-2-one and by replacing and pyrazin-2-yl-thiourea (1a) with N-acetylthiourea. 1-(2,6-dimethyl-pyridin-4-yl)-propan-2-one was prepared according to a method described in Tetrahedron Letters, Vol. 25, No. 5, pp 515-518, 1984. (Authors: Claude Erre et al.) Procedure: 23 g of a calcium-based drier, Calcium CEM-ALL® 10% solution (OM Group, Inc.) was added to the above-noted γ-cylodextrin solution. A white precipitate formed upon addition of the drier. The mixture was stirred for at least 16 hours. The precipitate was filtered off under reduced pressure. The precipitate was dried under normal conditions at ambient temperature. The FTIR spectrum of the resultant inclusion complex is provided in FIG. 1(c). Reactants: [Ca] (Calcium), solution, C([C@@H]1[C@@H]2[C@@H]([C@H]([C@H](O1)O[C@@H]3[C@H](O[C@@H]([C@@H]([C@H]3O)O)O[C@@H]4[C@H](O[C@@H]([C@@H]([C@H]4O)O)O[C@@H]5[C@H](OC([C@@H]([C@H]5O)O)OC6[C@H](OC([C@@H]([C@H]6O)O)C7[C@H](OC([C@@H]([C@H]7O)O)O[C@@H]8[C@H](O[C@@H]([C@@H]([C@H]8O)O)O[C@@H]9[C@H](O[C@H](O2)[C@@H]([C@H]9O)O)CO)CO)CO)CO)CO)CO)CO)O)O)O (γ-cylodextrin), [Ca] (calcium). Reaction SMILES: [Ca:1].[CH2:2]([OH:88])[C@H:3]1[O:8][C@@H:7]2[O:9][C@H:10]3[C@H:15]([OH:16])[C@@H:14]([OH:17])[C@@H:13]([O:18][C@H:19]4[C@H:24]([OH:25])[C@@H:23]([OH:26])[C@@H:22]([O:27][C@H:28]5[C@H:33]([OH:34])[C@@H:32]([OH:35])[CH:31]([O:36][CH:37]6[C@H:42]([OH:43])[C@@H:41]([OH:44])[CH:40]([CH:45]7[C@H:50]([OH:51])[C@@H:49]([OH:52])[CH:48]([O:53][C@H:54]8[C@H:59]([OH:60])[C@@H:58]([OH:61])[C@@H:57]([O:62][C@H:63]9[C@H:69]([OH:70])[C@@H:68]([OH:71])[C@@H:66]([O:67][C@H:4]1[C@H:5]([OH:87])[C@H:6]2[OH:86])[O:65][C@@H:64]9[CH2:72][OH:73])[O:56][C@@H:55]8[CH2:74][OH:75])[O:47][C@@H:46]7[CH2:76][OH:77])[O:39][C@@H:38]6[CH2:78][OH:79])[O:30][C@@H:29]5[CH2:80][OH:81])[O:21][C@@H:20]4[CH2:82][OH:83])[O:12][C@@H:11]3[CH2:84][OH:85]>>[CH2:2]([OH:88])[C@H:3]1[O:8][C@@H:7]2[O:9][C@H:10]3[C@H:15]([OH:16])[C@@H:14]([OH:17])[C@@H:13]([O:18][C@H:19]4[C@H:24]([OH:25])[C@@H:23]([OH:26])[C@@H:22]([O:27][C@H:28]5[C@H:33]([OH:34])[C@@H:32]([OH:35])[CH:31]([O:36][CH:37]6[C@H:42]([OH:43])[C@@H:41]([OH:44])[CH:40]([CH:45]7[C@H:50]([OH:51])[C@@H:49]([OH:52])[CH:48]([O:53][C@H:54]8[C@H:59]([OH:60])[C@@H:58]([OH:61])[C@@H:57]([O:62][C@H:63]9[C@H:69]([OH:70])[C@@H:68]([OH:71])[C@@H:66]([O:67][C@H:4]1[C@H:5]([OH:87])[C@H:6]2[OH:86])[O:65][C@@H:64]9[CH2:72][OH:73])[O:56][C@@H:55]8[CH2:74][OH:75])[O:47][C@@H:46]7[CH2:76][OH:77])[O:39][C@@H:38]6[CH2:78][OH:79])[O:30][C@@H:29]5[CH2:80][OH:81])[O:21][C@@H:20]4[CH2:82][OH:83])[O:12][C@@H:11]3[CH2:84][OH:85].[Ca:1] |f:2.3|. Yields the product C([C@@H]1[C@@H]2[C@@H]([C@H]([C@H](O1)O[C@@H]3[C@H](O[C@@H]([C@@H]([C@H]3O)O)O[C@@H]4[C@H](O[C@@H]([C@@H]([C@H]4O)O)O[C@@H]5[C@H](OC([C@@H]([C@H]5O)O)OC6[C@H](OC([C@@H]([C@H]6O)O)C7[C@H](OC([C@@H]([C@H]7O)O)O[C@@H]8[C@H](O[C@@H]([C@@H]([C@H]8O)O)O[C@@H]9[C@H](O[C@H](O2)[C@@H]([C@H]9O)O)CO)CO)CO)CO)CO)CO)CO)O)O)O.[Ca] (γ-Cyclodextrin Calcium). Starting materials: CON(C(CC1=C(C=CC2=CC=CC=C12)C)=O)C (N-methoxy-N-methyl-2-(2-methyl-naphthalen-1-yl)-acetamide), C1CCOC1 (THF). Solvent: O (H2O). Conditions: temperature 0 celsius, time 75 minute. Product: CC1=C(C2=CC=CC=C2C=C1)CC(C)=O (1-(2-methyl-naphthalen-1-yl)-propan-2-one). The yield is 41.0%. As a reaction SMILES: CON(C)[C:4](=[O:17])[CH2:5][C:6]1[C:15]2[C:10](=[CH:11][CH:12]=[CH:13][CH:14]=2)[CH:9]=[CH:8][C:7]=1[CH3:16].[CH2:19]1COCC1>O>[CH3:16][C:7]1[CH:8]=[CH:9][C:10]2[C:15](=[CH:14][CH:13]=[CH:12][CH:11]=2)[C:6]=1[CH2:5][C:4](=[O:17])[CH3:19]. Reported procedure: N-methoxy-N-methyl-2-(2-methyl-naphthalen-1-yl)-acetamide (1.01 g, 4.16 mmol) was dissolved in freshly distilled THF (17 mL) in an argon-purged, round-bottom flask. The mixture was chilled to 0° C. and methyl magnesium bromide (2.08 mL of 3.0 M soln in Et2O, 6.23 mmol) was added via syringe. The reaction was stirred at 0° C. for 75 minutes. TLC analysis (silica, 20% acetone-hexanes) indicated complete consumption of the starting material. The reaction was carefully quenched with a mixture of AcO... Reactants: ClC=1C=C(C=CC1)C1=C(C(=CC=C1OC)CC=1C=CC(=NC1)N1[C@H](CC1)C(=O)N)F ((R)-1-[5-(3′-chloro-2-fluoro-6methoxy-biphenyl-3-ylmethyl)-pyridin-2-yl]-azetidine-2-carboxylic acid amide), Cl (HCl). Solvent: CCOCC (ether), CCOCC (ether). Run at temperature 2.5 celsius, time 1 hour. Yields the product Cl.ClC=1C=C(C=CC1)C1=C(C(=CC=C1OC)CC=1C=CC(=NC1)N1[C@H](CC1)C(=O)N)F ((R)-1-[5-(3′-chloro-2-fluoro-6-methoxy-biphenyl-3-ylmethyl)-pyridin-2-yl]-azetidine-2-carboxylic acid amide hydrochloride). Isolated yield 196.3%. RXN SMILES: [Cl:1][C:2]1[CH:3]=[C:4]([C:8]2[C:13]([O:14][CH3:15])=[CH:12][CH:11]=[C:10]([CH2:16][C:17]3[CH:18]=[CH:19][C:20]([N:23]4[CH2:26][CH2:25][C@@H:24]4[C:27]([NH2:29])=[O:28])=[N:21][CH:22]=3)[C:9]=2[F:30])[CH:5]=[CH:6][CH:7]=1.Cl>CCOCC>[ClH:1].[Cl:1][C:2]1[CH:3]=[C:4]([C:8]2[C:13]([O:14][CH3:15])=[CH:12][CH:11]=[C:10]([CH2:16][C:17]3[CH:18]=[CH:19][C:20]([N:23]4[CH2:26][CH2:25][C@@H:24]4[C:27]([NH2:29])=[O:28])=[N:21][CH:22]=3)[C:9]=2[F:30])[CH:5]=[CH:6][CH:7]=1 |f:3.4|. Procedure: To a cooled (0-5° C.) and stirred solution of (R)-1-[5-(3′-chloro-2-fluoro-6methoxy-biphenyl-3-ylmethyl)-pyridin-2-yl]-azetidine-2-carboxylic acid (P-617, 0.057 g, 0.13 mmol) in ether (2 mL) was added 2M HCl in ether (0.65 ml, 1.3 mmol) and the reaction stirred for 1 h. The ether layer was removed, again triturated with ether (2.0 mL), concentrated to afford 0.059 g (98%) of P-617-HCl as a white solid. 1H NMR (DMSO-d6, 400 MHz): 7.92 (d, J=2.0 Hz, 1H), 7.78 (d, J=7.6 Hz, 1H), 7.69 (br s, 1H), 7.... Procedure: A mixture of 4.4 mmol of 2-(t-butyloxycarbonylamino)-3-methylpent-4-eneoic acid (2R,3S; 3S,2R) prepared by the method of P. A. Bartlett et al., J. Org. Chem., 1982, 47, 3933, in 10 ml. of dry DMF containing 4.4 mmol of benzyl bromide, 4.4 mmol of sodium bicarbonate and 10 mg. of sodium iodide was stirred for 15 minutes at 20° C. The mixture was dissolved in ethyl acetate, the solution washed three times with water, was dried over sodium sulfate, filtered and evaporated. The ester product was pur... Reactants: C(C)(C)(C)OC(=O)NC(C(=O)O)C(C=C)C (2-(t-butyloxycarbonylamino)-3-methylpent-4-eneoic acid), C([O-])(O)=O.[Na+] (sodium bicarbonate), [I-].[Na+] (sodium iodide), CN(C)C=O (DMF), C(C1=CC=CC=C1)Br (benzyl bromide). Yield: 80.0%. Reaction SMILES: [C:1]([O:5][C:6]([NH:8][CH:9]([CH:13]([CH3:16])[CH:14]=[CH2:15])[C:10]([OH:12])=[O:11])=[O:7])([CH3:4])([CH3:3])[CH3:2].CN(C=O)C.[CH2:22](Br)[C:23]1[CH:28]=[CH:27][CH:26]=[CH:25][CH:24]=1.C(=O)(O)[O-].[Na+].[I-].[Na+]>C(OCC)(=O)C>[C:1]([O:5][C:6]([NH:8][CH:9]([CH:13]([CH3:16])[CH:14]=[CH2:15])[C:10]([O:12][CH2:22][C:23]1[CH:28]=[CH:27][CH:26]=[CH:25][CH:24]=1)=[O:11])=[O:7])([CH3:4])([CH3:3])[CH3:2] |f:3.4,5.6|. Product: C(C)(C)(C)OC(=O)NC(C(=O)OCC1=CC=CC=C1)C(C=C)C (Benzyl 2-(t-butyloxycarbonylamino)-3-methylpent-4-enoate). Run in C(C)(=O)OCC (ethyl acetate).